Dataset: the Open Reaction Database (ORD), a public repository of structured organic reaction records. Task: describe an organic reaction: reactants, conditions, products, and yield Reactants: CC(C)=O, Cc1ccc(NN=NC(C)C)cc1, O=C(O)CCCCCCN1C(=O)CCCC1C=CC(O)Cc1ccccc1. Product: CC(C)OC(=O)CCCCCCN1C(=O)CCCC1C=CC(O)Cc1ccccc1. Reaction SMILES: [CH3:41][C:42](=[O:43])[CH3:44].[CH:28]([CH3:29])([CH3:30])[N:31]=[N:32][NH:33][c:34]1[cH:35][cH:36][c:37]([CH3:38])[cH:39][cH:40]1.[OH:1][CH:2]([CH:3]=[CH:4][CH:5]1[N:6]([CH2:12][CH2:13][CH2:14][CH2:15][CH2:16][CH2:17][C:18](=[O:19])[OH:20])[C:7](=[O:11])[CH2:8][CH2:9][CH2:10]1)[CH2:21][c:22]1[cH:23][cH:24][cH:25][cH:26][cH:27]1>>[OH:1][CH:2]([CH:3]=[CH:4][CH:5]1[N:6]([CH2:12][CH2:13][CH2:14][CH2:15][CH2:16][CH2:17][C:18]([O:19][CH:28]([CH3:29])[CH3:30])=[O:20])[C:7](=[O:11])[CH2:8][CH2:9][CH2:10]1)[CH2:21][c:22]1[cH:23][cH:24][cH:25][cH:26][cH:27]1. The reactants are COC(C)(OC)OC, Cc1ccc(S(=O)(=O)O)cc1, Cc1ccc(S(=O)(=O)O)cc1, CCOC(C)=O, ClCCl, CC12Cc3cnn(-c4ccc(F)cc4)c3C=C1CCC1C2C(O)CC2(C)C1CCC2(O)C(=O)CO, [Na+], O=C([O-])O, O, O, c1ccncc1. Yields the product CC(=O)OC1(C(=O)CO)CCC2C3CCC4=Cc5c(cnn5-c5ccc(F)cc5)CC4(C)C3C(O)CC21C. As a reaction SMILES: [CH3:18][O:19][C:20]([CH3:21])([O:22][CH3:23])[O:24][CH3:25].[CH3:1][c:2]1[cH:3][cH:4][c:5]([S:6]([OH:7])(=[O:8])=[O:9])[cH:10][cH:11]1.[CH3:62][c:63]1[cH:64][cH:65][c:66]([S:67]([OH:68])(=[O:69])=[O:70])[cH:71][cH:72]1.[CH3:82][CH2:83][O:84][C:85]([CH3:86])=[O:87].[Cl:78][CH2:79][Cl:80].[F:26][c:27]1[cH:28][cH:29][c:30](-[n:33]2[n:34][cH:35][c:36]3[c:41]2[CH:40]=[C:39]2[C:38]([CH3:60])([CH2:37]3)[CH:49]3[CH:44]([CH2:43][CH2:42]2)[CH:45]2[C:46]([CH3:59])([CH2:47][CH:48]3[OH:50])[C:51]([OH:54])([C:55]([CH2:56][OH:57])=[O:58])[CH2:52][CH2:53]2)[cH:31][cH:32]1.[Na+:77].[O-:73][C:74]([OH:75])=[O:76].[OH2:61].[OH2:81].[n:12]1[cH:13][cH:14][cH:15][cH:16][cH:17]1>>[O:19]=[C:20]([CH3:21])[O:54][C:51]1([C:55]([CH2:56][OH:57])=[O:58])[C:46]2([CH3:59])[CH:45]([CH:44]3[CH2:43][CH2:42][C:39]4=[CH:40][c:41]5[n:33](-[c:30]6[cH:29][cH:28][c:27]([F:26])[cH:32][cH:31]6)[n:34][cH:35][c:36]5[CH2:37][C:38]4([CH3:60])[CH:49]3[CH:48]([OH:50])[CH2:47]2)[CH2:53][CH2:52]1. As a reaction SMILES: Br[C:2]1[CH:3]=[C:4]([C:8]2[CH:9]=[N:10][CH:11]=[CH:12][CH:13]=2)[CH:5]=[CH:6][CH:7]=1.C([Li])(C)(C)C.[CH2:19]([Sn:23](Cl)([CH2:28][CH2:29][CH2:30][CH3:31])[CH2:24][CH2:25][CH2:26][CH3:27])[CH2:20][CH2:21][CH3:22].CO>O1CCCC1.C(N(CC)CC)C>[CH2:28]([Sn:23]([CH2:19][CH2:20][CH2:21][CH3:22])([CH2:24][CH2:25][CH2:26][CH3:27])[C:2]1[CH:3]=[C:4]([C:8]2[CH:9]=[N:10][CH:11]=[CH:12][CH:13]=2)[CH:5]=[CH:6][CH:7]=1)[CH2:29][CH2:30][CH3:31]. Yield: 82.0%. The solvent is hexanes, O1CCCC1 (tetrahydrofuran), C(C)N(CC)CC (triethylamine). Product: C(CCC)[Sn](C=1C=C(C=CC1)C=1C=NC=CC1)(CCCC)CCCC (3-[3-(tri-n-butylstannanyl)phenyl]pyridine). Procedure: A cooled (−78° C.) solution of 3-(3-bromophenyl)pyridine (7.50 g, 32 mmol) in tetrahydrofuran (120 ml) was treated with a cooled (−78° C.) solution of tert-butyllithium (41 ml of a 1.7M solution in hexanes, 70 mmol). After 5 minutes tri-n-butyltin chloride (9.6 ml) was added and the mixture was allowed to warm to room temperature over 1 h. Methanol (7.5 ml) and triethylamine (7.5 ml) were added and the solvent evaporated. The residue was partitioned between ethyl acetate and saturated sodium hyd... Starting materials: C(C)(C)(C)[Li] (tert-butyllithium), solution, C(CCC)[Sn](CCCC)(CCCC)Cl (tri-n-butyltin chloride), BrC=1C=C(C=CC1)C=1C=NC=CC1 (3-(3-bromophenyl)pyridine), CO (Methanol). Reactants: O=C([O-])O, CC[BH-](CC)CC, C1CCOC1, Cl, [Li+], CCOC(=O)c1ccc(CCc2cnc3c(N)nc4cc(C)ccc4c3c2)cc1, [Na+]. Yields the product Cc1ccc2c(c1)nc(N)c1ncc(CCc3ccc(CO)cc3)cc12. As a reaction SMILES: [C:39](=[O:40])([OH:41])[O-:42].[CH2:30]([BH-:31]([CH2:32][CH3:33])[CH2:34][CH3:35])[CH3:36].[CH2:44]1[O:45][CH2:46][CH2:47][CH2:48]1.[ClH:38].[Li+:37].[NH2:1][c:2]1[n:3][c:4]2[c:5]([c:6]3[cH:7][c:8]([CH2:12][CH2:13][c:14]4[cH:15][cH:16][c:17]([C:18](=[O:19])[O:20][CH2:21][CH3:22])[cH:23][cH:24]4)[cH:9][n:10][c:11]13)[cH:25][cH:26][c:27]([CH3:29])[cH:28]2.[Na+:43]>>[NH2:1][c:2]1[n:3][c:4]2[c:5]([c:6]3[cH:7][c:8]([CH2:12][CH2:13][c:14]4[cH:15][cH:16][c:17]([CH2:18][OH:19])[cH:23][cH:24]4)[cH:9][n:10][c:11]13)[cH:25][cH:26][c:27]([CH3:29])[cH:28]2.